This data is from the Open Reaction Database (ORD), a public repository of structured organic reaction records. The task is: describe an organic reaction: reactants, conditions, products, and yield The solvent is C1CCOC1 (THF). Run at time 10 minute. Reaction SMILES: [CH3:1][C:2]1[C:6]([C:7]2[CH:8]=[C:9]([C:19]([C:21]3[CH:26]=[CH:25][CH:24]=[CH:23][N:22]=3)=[O:20])[C:10]3[N:14]=[C:13]([O:15][CH2:16][CH3:17])[NH:12][C:11]=3[CH:18]=2)=[C:5]([CH3:27])[O:4][N:3]=1.[CH:28]1([Mg]Br)[CH2:30][CH2:29]1>C1COCC1>[CH:28]1([C:19]([C:9]2[C:10]3[N:14]=[C:13]([O:15][CH2:16][CH3:17])[NH:12][C:11]=3[CH:18]=[C:7]([C:6]3[C:2]([CH3:1])=[N:3][O:4][C:5]=3[CH3:27])[CH:8]=2)([C:21]2[CH:26]=[CH:25][CH:24]=[CH:23][N:22]=2)[OH:20])[CH2:30][CH2:29]1. Product: C1(CC1)C(O)(C1=NC=CC=C1)C1=CC(=CC=2NC(=NC21)OCC)C=2C(=NOC2C)C (cyclopropyl(6-(3,5-dimethylisoxazol-4-yl)-2-ethoxy-1H-benzo[d]imidazol-4-yl)(pyridin-2-yl)methanol). Reactants: CC1=NOC(=C1C=1C=C(C2=C(NC(=N2)OCC)C1)C(=O)C1=NC=CC=C1)C ((6-(3,5-dimethylisoxazol-4-yl)-2-ethoxy-1H-benzo[d]imidazol-4-yl)(pyridin-2-yl)methanone), C1(CC1)[Mg]Br (cyclopropylmagnesium bromide). Procedure: (6-(3,5-dimethylisoxazol-4-yl)-2-ethoxy-1H-benzo[d]imidazol-4-yl)(pyridin-2-yl)methanone (40 mg, 0.11 mmol) was dissolved in dry THF (1.1 mL) and cyclopropylmagnesium bromide (0.5 M in diethylether, 1.1 mL, 0.55 mmol) was added dropwise at rt and the reaction was allowed to stir for 10 minutes. The reaction was quenched with water, concentrated, and purified by reverse-phase HPLC to give cyclopropyl(6-(3,5-dimethylisoxazol-4-yl)-2-ethoxy-1H-benzo[d]imidazol-4-yl)(pyridin-2-yl)methanol intermedia...